From a dataset of the Open Reaction Database (ORD), a public repository of structured organic reaction records. describe an organic reaction: reactants, conditions, products, and yield Reactants: Cl[Si](C(=C)C=C)(Cl)Cl (2-trichlorosilyl-1,3-butadiene), Cl[SiH](Cl)Cl (trichlorosilane), [SiH3]C=CC=C (silyl-1,3-butadiene), ClCC#CCCl (1,4-dichloro-2-butyne). The reagents and catalysts are [Pt] (platinum). The product is ClCC(=CCCl)[Si](Cl)(Cl)Cl (1,4-dichloro-2-(trichloro)silyl-2-butene). Reaction SMILES: [Cl:1][Si:2]([Cl:8])([Cl:7])C(C=C)=C.[SiH3]C=CC=C.[Cl:14][CH2:15][C:16]#[C:17][CH2:18][Cl:19].Cl[SiH](Cl)Cl>[Pt]>[Cl:14][CH2:15][C:16]([Si:2]([Cl:8])([Cl:7])[Cl:1])=[CH:17][CH2:18][Cl:19]. Reported procedure: For instance, 2-trichlorosilyl-1,3-butadiene [II-d]and 2-triloweralkoxy silyl-1,3-butadiene [II-a]can be synthesized by reacting 1,4-dichloro-2-butyne [IV]and trichlorosilane [V]in the presence of a platinum type catalyst to obtain 1,4-dichloro-2-(trichloro)silyl-2-butene [VI]is then reacted with Zn in a tetrahydrofuran solvent to prepare 2-(trichloro)silyl-1,3-butadiene[II-d], and further reacting the 2-(trichloro)silyl-1,3-butadiene II-d with a lower alcohol in the presence of a base, such as ... Reactants: C(C)C1=NN=C2N1CCNC2 (3-ethyl-5,6,7,8-tetrahydro-[1,2,4]triazolo[4,3-a]pyrazine), Ag2CO3, ClC=1C=C(C=CC1F)NC1=NC=NC2=CC(=C(C=C12)OCCCCl)OC (N-(3-chloro-4-fluorophenyl)-6-(3-chloropropoxy)-7-methoxyquinazolin-4-amine), C(Cl)Cl (CH2Cl2). Run in CN(C)C=O (DMF), CN(C)C=O (DMF). Run at temperature 80 celsius. Yields the product ClC=1C=C(C=CC1F)NC1=NC=NC2=CC(=C(C=C12)OCCCN1CC=2N(CC1)C(=NN2)CC)OC (N-(3-chloro-4-fluorophenyl)-6-(3-(3-ethyl-5,6-dihydro-[1,2,4]triazolo[4,3-a]pyrazin-7(8H)-yl) propoxy)-7-methoxyquinazolin-4-amine). Yield: 23.2%. RXN SMILES: [CH2:1]([C:3]1[N:7]2[CH2:8][CH2:9][NH:10][CH2:11][C:6]2=[N:5][N:4]=1)[CH3:2].[Cl:12][C:13]1[CH:14]=[C:15]([NH:20][C:21]2[C:30]3[C:25](=[CH:26][C:27]([O:36][CH3:37])=[C:28]([O:31][CH2:32][CH2:33][CH2:34]Cl)[CH:29]=3)[N:24]=[CH:23][N:22]=2)[CH:16]=[CH:17][C:18]=1[F:19].C(Cl)Cl>CN(C=O)C>[Cl:12][C:13]1[CH:14]=[C:15]([NH:20][C:21]2[C:30]3[C:25](=[CH:26][C:27]([O:36][CH3:37])=[C:28]([O:31][CH2:32][CH2:33][CH2:34][N:10]4[CH2:9][CH2:8][N:7]5[C:3]([CH2:1][CH3:2])=[N:4][N:5]=[C:6]5[CH2:11]4)[CH:29]=3)[N:24]=[CH:23][N:22]=2)[CH:16]=[CH:17][C:18]=1[F:19]. Procedure: To a solution of 3-ethyl-5,6,7,8-tetrahydro-[1,2,4]triazolo[4,3-a]pyrazine (0.12 g) in DMF (5 mL) was added Ag2CO3 (0.73 g, 5 eq). The mixture was then added into a solution of N-(3-chloro-4-fluorophenyl)-6-(3-chloropropoxy)-7-methoxyquinazolin-4-amine (0.21 g) in DMF (2 mL) with stirring. The reaction mixture was heated at 80° C. for 40 h under N2, and cooled to room temperature. To the reaction mixture was added CH2Cl2 (100 mL), and the reaction mixture was washed with brine (100 mL×3). The or... Reactants: ice water, C1=CC=CC=C1 (benzene), C(CCCCC)(=O)Cl (caproic acid chloride), ClC=1C=C(C=C(C1)Cl)O (3,5-dichlorophenol), C1=CC=CC=C1 (benzene). Run in N1=CC=CC=C1 (pyridine). Reaction conditions: temperature 60 celsius, time 1 hour. Product: OC(C(=O)C1=CC=CC=C1)CC(CCCl)Cl (2-hydroxy-4,6-dichlorocaprophenone). RXN SMILES: [Cl:1][C:2]1[CH:3]=[C:4]([OH:9])[CH:5]=[C:6]([Cl:8])[CH:7]=1.C(Cl)(=[O:16])CCCCC.[CH:18]1[CH:23]=[CH:22][CH:21]=[CH:20][CH:19]=1>N1C=CC=CC=1>[OH:9][CH:4]([CH2:5][CH:6]([Cl:8])[CH2:7][CH2:2][Cl:1])[C:3]([C:18]1[CH:23]=[CH:22][CH:21]=[CH:20][CH:19]=1)=[O:16]. Reported procedure: An amount of 163.0 g of 3,5-dichlorophenol is dissolved in 200 ml of benzene and 79.1 g of anhydrous pyridine; there is then added dropwise at 5°-15° C with stirring, in the course of 1 hour, a solution of 134.6 g of caproic acid chloride in 200 ml of benzene. The temperature of the reaction mixture is allowed to rise to 20° C; the precipitated pyridine hydrochloride is filtered off, the benzene solution washed with water and, after drying over sodium sulphate, completely concentrated in a water... The reactants are NC=1C2=C(N=CN1)N(C=C2C#C)[C@H]2[C@H](O)[C@H](O)[C@H](O2)CO (4-Amino-5-ethynyl-7-(β-D-ribofuranosyl)-7H-pyrrolo[2,3-d]pyrimidine), NC=1C2=C(N=CN1)N(C=C2C#C)[C@H]2[C@H](O)[C@H](O)[C@H](O2)CO (4-Amino-5-ethynyl-7-(β-D-ribofuranosyl)-7H-pyrrolo[2,3-d]pyrimidine), [Si](C)(C)(C)N=[N+]=[N-] (TMSN3), CN(C)C=O (DMF). The reagents and catalysts are [Cu]I (CuI). Run in CO (MeOH). Reaction conditions: temperature 100 celsius, time 24 hour. Yields the product NC=1C2=C(N=CN1)N(C=C2C=2N=NNC2)[C@H]2[C@H](O)[C@H](O)[C@H](O2)CO (4-Amino-7-(β-D-ribofuranosyl)-5-(1H-1,2,3-triazol-4-yl)-7H-pyrrolo[2,3-d]pyrimidine). The yield is 24.0%. Reaction SMILES: [NH2:1][C:2]1[C:3]2[C:10]([C:11]#[CH:12])=[CH:9][N:8]([C@@H:13]3[O:19][C@H:18]([CH2:20][OH:21])[C@@H:16]([OH:17])[C@H:14]3[OH:15])[C:4]=2[N:5]=[CH:6][N:7]=1.[Si]([N:26]=[N+:27]=[N-:28])(C)(C)C.CN(C=O)C>CO.[Cu]I>[NH2:1][C:2]1[C:3]2[C:10]([C:11]3[N:26]=[N:27][NH:28][CH:12]=3)=[CH:9][N:8]([C@@H:13]3[O:19][C@H:18]([CH2:20][OH:21])[C@@H:16]([OH:17])[C@H:14]3[OH:15])[C:4]=2[N:5]=[CH:6][N:7]=1. Procedure details: An argon purged mixture of 7-ethynyltubericidine 2o {compound from example 15} (200 mg, 0.69 mmol), CuI (6.5 mg, 0.03 mmol) and TMSN3 (150 μl, 1.15 mmol) in MeOH (0.2 ml)/DMF (1.8 ml) was stirred 100° C. for 24 h. Volatiles were evaporated under reduced pressure, the residue was twice co-evaporated with MeOH and rest was suspended in MeOH and filtered through celite. Filtrate was co-evaporated with silica and column chromatography on silica afforded title compound 2p as yellowish solid (55 mg, 2... The reactants are CCN=C=NCCCN(C)C, ClC(Cl)Cl, Cl, [H-], COc1ccc(CN2C(=O)N(C)C(CN)(C(F)(F)F)c3cc(Br)ccc32)cc1, CN(C)C=O, O, O=C(O)c1ccc(F)cc1, On1nnc2ccccc21, c1ccncc1. As a reaction SMILES: [CH3:40][N:41]([CH3:42])[CH2:43][CH2:44][CH2:45][N:46]=[C:47]=[N:48][CH2:49][CH3:50].[CH:74]([Cl:75])([Cl:76])[Cl:77].[ClH:39].[H-:51].[NH2:1][CH2:2][C:3]1([C:25]([F:26])([F:27])[F:28])[N:4]([CH3:24])[C:5](=[O:23])[N:6]([CH2:14][c:15]2[cH:16][cH:17][c:18]([O:21][CH3:22])[cH:19][cH:20]2)[c:7]2[cH:8][cH:9][c:10]([Br:13])[cH:11][c:12]21.[O:68]=[CH:69][N:70]([CH3:71])[CH3:72].[OH2:73].[OH:29][C:30](=[O:31])[c:32]1[cH:33][cH:34][c:35]([F:36])[cH:37][cH:38]1.[OH:52][n:53]1[c:54]2[cH:55][cH:56][cH:57][cH:58][c:59]2[n:60][n:61]1.[cH:62]1[cH:63][cH:64][n:65][cH:66][cH:67]1>>[NH:1]([CH2:2][C:3]1([C:25]([F:26])([F:27])[F:28])[N:4]([CH3:24])[C:5](=[O:23])[N:6]([CH2:14][c:15]2[cH:16][cH:17][c:18]([O:21][CH3:22])[cH:19][cH:20]2)[c:7]2[cH:8][cH:9][c:10]([Br:13])[cH:11][c:12]21)[C:30](=[O:29])[c:32]1[cH:33][cH:34][c:35]([F:36])[cH:37][cH:38]1. The product is COc1ccc(CN2C(=O)N(C)C(CNC(=O)c3ccc(F)cc3)(C(F)(F)F)c3cc(Br)ccc32)cc1.